This data is from the Open Reaction Database (ORD), a public repository of structured organic reaction records. The task is: describe an organic reaction: reactants, conditions, products, and yield Reactants: [N+](=O)([O-])C=1C=CC=C2C(=CC=NC12)C (8-nitro-4-methylquinoline), ferric chloride hexahydrate, O.NN (hydrazine monohydrate). The solvent is CO (methanol). Reaction conditions: time 1 hour. The product is NC=1C=CC=C2C(=CC=NC12)C (8-amino-4-methylquinoline). Yield: 99.3%. Reaction SMILES: [N+:1]([C:4]1[CH:5]=[CH:6][CH:7]=[C:8]2[C:13]=1[N:12]=[CH:11][CH:10]=[C:9]2[CH3:14])([O-])=O.O.NN>CO>[NH2:1][C:4]1[CH:5]=[CH:6][CH:7]=[C:8]2[C:13]=1[N:12]=[CH:11][CH:10]=[C:9]2[CH3:14] |f:1.2|. Reported procedure: To a stirred mixture of 8-nitro-4-methylquinoline (250 mg), ferric chloride hexahydrate (7.18 mg) and activated carbon (38 mg) in methanol was added hydrazine monohydrate (266 mg) at 65° C., and the mixture was stirred for 1 hour at the same temperature. Insoluble material was filtered off, and the filtrate was concentrated in vacuo The mixture was dissolved in ethyl acetate, washed with brine, dried over magnesium sulfate and evaporated in vacuo to give 8-amino-4-methylquinoline (208.8 mg). As a reaction SMILES: [CH2:20]1[CH2:21][CH2:22][NH:23][CH2:24][CH2:25]1.[CH3:26][C:27]#[N:28].[Cl:1][c:2]1[n:3][c:4]([NH:10][CH:11]2[CH2:12][CH2:13][CH:14]([C:17](=[O:18])[OH:19])[CH2:15][CH2:16]2)[n:5][c:6]([NH:8][CH3:9])[n:7]1.[OH2:29]>>[c:2]1([N:23]2[CH2:22][CH2:21][CH2:20][CH2:25][CH2:24]2)[n:3][c:4]([NH:10][CH:11]2[CH2:12][CH2:13][CH:14]([C:17](=[O:18])[OH:19])[CH2:15][CH2:16]2)[n:5][c:6]([NH:8][CH3:9])[n:7]1. The product is CNc1nc(NC2CCC(C(=O)O)CC2)nc(N2CCCCC2)n1. The reactants are C1CCNCC1, CC#N, CNc1nc(Cl)nc(NC2CCC(C(=O)O)CC2)n1, O. Reaction conditions: time 3 day. As a reaction SMILES: [C:1]([CH:5]1[CH2:17][CH2:16][C:8]2([O:12][N:11]=[C:10]([C:13]([OH:15])=O)[CH2:9]2)[CH2:7][CH2:6]1)([CH3:4])([CH3:3])[CH3:2].[NH2:18][C:19]1[CH:24]=[CH:23][C:22]([NH:25][S:26]([CH3:29])(=[O:28])=[O:27])=[C:21]([F:30])[CH:20]=1>C1COCC1>[F:30][C:21]1[CH:20]=[C:19]([NH:18][C:13]([C:10]2[CH2:9][C:8]3([CH2:7][CH2:6][CH:5]([C:1]([CH3:2])([CH3:3])[CH3:4])[CH2:17][CH2:16]3)[O:12][N:11]=2)=[O:15])[CH:24]=[CH:23][C:22]=1[NH:25][S:26]([CH3:29])(=[O:28])=[O:27]. The reactants are N,N′-carbonyldiimidazole, C(C)(C)(C)C1CCC2(CC(=NO2)C(=O)O)CC1 (8-tert-butyl-1-oxa-2-azaspiro[4.5]dec-2-ene-3-carboxylic acid), NC1=CC(=C(C=C1)NS(=O)(=O)C)F (N-(4-amino-2-fluorophenyl)methanesulphonamide). Reported procedure: The acid 8-tert-butyl-1-oxa-2-azaspiro[4.5]dec-2-ene-3-carboxylic acid (359 mg, 1.5 mmol) was dissolved in THF (15 ml). N,N′-carbonyldiimidazole (243.5 mg, 1.5 mmol) was added while stirring. For activation, the mixture was stirred for 1 h at RT. The N-(4-amino-2-fluorophenyl)methanesulphonamide (326.8 mg, 1.60 mmol) was then added as a solid. The course of the reaction was controlled by DC. After 3 d only small amounts of starting products could still be seen in the DC. For working up, THF was ... Run in C1CCOC1 (THF). Product: FC=1C=C(C=CC1NS(=O)(=O)C)NC(=O)C1=NOC2(C1)CCC(CC2)C(C)(C)C (8-tert-butyl-1-oxa-2-azaspiro[4.5]dec-2-ene-3-carboxylic acid-(3-fluoro-4-methanesulphonylaminophenyl)amide).